From a dataset of the Open Reaction Database (ORD), a public repository of structured organic reaction records. describe an organic reaction: reactants, conditions, products, and yield The reactants are C([O-])([O-])=O.[Na+].[Na+] (sodium carbonate), C1(=CC=CC=C1)S(=O)(=O)N1C(=CC=2C1=NC=CC2)C(=CC(C)C)OS(=O)(=O)C2=CC=C(C=C2)C (toluene-4-sulfonic acid-1-(1-benzenesulfonyl-1H-pyrrolo[2,3-b]pyridin-2-yl)-3-methyl-but-1-enyl ester), COC=1C=C(C=CC1)B(O)O (3-methoxy-phenylboronic acid). The reagents and catalysts are Cl[Pd]([P](C1=CC=CC=C1)(C2=CC=CC=C2)C3=CC=CC=C3)([P](C4=CC=CC=C4)(C5=CC=CC=C5)C6=CC=CC=C6)Cl (bis(triphenylphosphine)palladium(II) dichloride). Run in O1CCOCC1 (1,4-dioxane), C(C)(=O)OCC (ethyl acetate). The product is petroleum ether ethyl acetate, COC=1C=C(C=CC1)C(=CC(C)C)C1=CC=2C(=NC=CC2)N1S(=O)(=O)C1=CC=CC=C1 (2-(1-(3-methoxy-phenyl)-3-methyl-but-1-enyl)-1-(phenylsulfonyl)-1H-pyrrolo[2,3-b]pyridine). Isolated yield 88.0%. Reaction SMILES: [C:1]1([S:7]([N:10]2[C:14]3=[N:15][CH:16]=[CH:17][CH:18]=[C:13]3[CH:12]=[C:11]2[C:19](OS(C2C=CC(C)=CC=2)(=O)=O)=[CH:20][CH:21]([CH3:23])[CH3:22])(=[O:9])=[O:8])[CH:6]=[CH:5][CH:4]=[CH:3][CH:2]=1.[CH3:35][O:36][C:37]1[CH:38]=[C:39](B(O)O)[CH:40]=[CH:41][CH:42]=1.C(=O)([O-])[O-].[Na+].[Na+]>O1CCOCC1.C(OCC)(=O)C.Cl[Pd](Cl)([P](C1C=CC=CC=1)(C1C=CC=CC=1)C1C=CC=CC=1)[P](C1C=CC=CC=1)(C1C=CC=CC=1)C1C=CC=CC=1>[CH3:35][O:36][C:37]1[CH:38]=[C:39]([C:19]([C:11]2[N:10]([S:7]([C:1]3[CH:2]=[CH:3][CH:4]=[CH:5][CH:6]=3)(=[O:9])=[O:8])[C:14]3=[N:15][CH:16]=[CH:17][CH:18]=[C:13]3[CH:12]=2)=[CH:20][CH:21]([CH3:23])[CH3:22])[CH:40]=[CH:41][CH:42]=1 |f:2.3.4,^1:66,85|. Procedure details: A suspension of toluene-4-sulfonic acid-1-(1-benzenesulfonyl-1H-pyrrolo[2,3-b]pyridin-2-yl)-3-methyl-but-1-enyl ester (prepared as in Example 130, 3.0 g, 6.04 mmol), 3-methoxy-phenylboronic acid (2.3 g, 15.1 mmol), bis(triphenylphosphine)palladium(II) dichloride (425 mg, 0.6 mmol) in 1,4-dioxane (30 mL) and an aqueous sodium carbonate solution (2N, 15.4 mL) was heated in a microwave at 100° C. for 2 h. The reaction mixture was diluted with ethyl acetate (20 mL) and washed with a saturated aqueou...